From a dataset of the Open Reaction Database (ORD), a public repository of structured organic reaction records. describe an organic reaction: reactants, conditions, products, and yield Reactants: IC1=CC=C(N)C=C1 (4-iodoaniline), OC(=O)C1=CC=C(C(C)C)C=C1 (cuminic acid), NC=1C=NC=CC1 (3-aminopyridine), C1=C(C=CC2=CC=CC=C12)C(=O)O (2-napthoic acid). Yields the product C(C)(C)C1=CC=C(C(=O)NC=2C=NC=CC2)C=C1 (p-Isopropyl-N-3-pyridyl-benzamide). As a reaction SMILES: O[C:2]([C:4]1[CH:12]=[CH:11][C:7]([CH:8]([CH3:10])[CH3:9])=[CH:6][CH:5]=1)=[O:3].[NH2:13][C:14]1[CH:15]=[N:16][CH:17]=[CH:18][CH:19]=1.C1C2C(=CC=CC=2)C=CC=1C(O)=O.IC1C=CC(N)=CC=1>>[CH:8]([C:7]1[CH:11]=[CH:12][C:4]([C:2]([NH:13][C:14]2[CH:15]=[N:16][CH:17]=[CH:18][CH:19]=2)=[O:3])=[CH:5][CH:6]=1)([CH3:10])[CH3:9]. Reported procedure: This compound was synthesized by the same procedure as for Example 15 except cuminic acid and 3-aminopyridine were used instead of 2-napthoic acid and 4-iodoaniline. White needles. M+241.3 Starting materials: C(C)(=O)C=1C(=NOC1C)CC (4-acetyl-3-ethyl-5-methyl-isoxazole), C1(=CC=CC=C1)NN (phenyl hydrazine), C=1(C(=CC=CC1)S(=O)(=O)O)C (toluenesulfonic acid). Solvent: C(C)O (ethanol). The product is C1(=CC=CC=C1)NN=C(C)C=1C(=NOC1C)CC (1-(3-ethyl-5-methyl-4-isoxazolyl)-1-ethanone phenyl hydrazone). Reaction SMILES: [C:1]([C:4]1[C:5]([CH2:10][CH3:11])=[N:6][O:7][C:8]=1[CH3:9])(=O)[CH3:2].[C:12]1([NH:18][NH2:19])[CH:17]=[CH:16][CH:15]=[CH:14][CH:13]=1.C1(C)C(S(O)(=O)=O)=CC=CC=1>C(O)C>[C:12]1([NH:18][N:19]=[C:1]([C:4]2[C:5]([CH2:10][CH3:11])=[N:6][O:7][C:8]=2[CH3:9])[CH3:2])[CH:17]=[CH:16][CH:15]=[CH:14][CH:13]=1. Procedure: A mixture of 61.1 g. (0.4 mole) of 4-acetyl-3-ethyl-5-methyl-isoxazole, 39.4 ml. (0.4 mole) of phenyl hydrazine and 500 mg. toluenesulfonic acid in 400 ml. ethanol is stirred at room temperature for 48 hours. The resulting solid is filtered and washed with cold ether to give 1-(3-ethyl-5-methyl-4-isoxazolyl)-1-ethanone phenyl hydrazone; m.p. 72° to 75° C.